This data is from the Open Reaction Database (ORD), a public repository of structured organic reaction records. The task is: describe an organic reaction: reactants, conditions, products, and yield Reactants: N (ammonia), C1(=CC=C(C=C1)S(=O)(=O)Cl)C (p-toluenesulfonyl chloride), C(C)(C)(C)OC(=O)NCCCCN1C(=NC=2C=[N+](C=3C=CC=CC3C21)[O-])C (1-[4-(tert-Butoxycarbonylamino)butyl]-2-methyl-1H-imidazo[4,5-c]quinoline-5-oxide). Conditions: time 30 minute. Procedure: 0.124 g (0.335 mmol) of 1-[4-(tert-Butoxycarbonylamino)butyl]-2-methyl-1H-imidazo[4,5-c]quinoline-5-oxide was dissolved in 3 ml of methylene chloride. Two ml of concentrated aqueous ammonia (29%) and a solution of 70 mg (0.368 mg) of p-toluenesulfonyl chloride in 1 ml of methylene chloride were added thereto under ice-cooling and the mixture was stirred for 30 minutes, then stirred at room temperature for 3 hours. After brine was added, the reaction mixture was extracted with chloroform and drie... Solvent: C(Cl)Cl (methylene chloride), C(Cl)Cl (methylene chloride), [Cl-].[Na+].O (brine). The product is C(C)(C)(C)OC(=O)NCCCCN1C(=NC=2C(=NC=3C=CC=CC3C21)N)C (1-[4-(tert-butoxycarbonylamino)butyl]-2-methyl-1H-imidazo[4,5-c]quinoline-4-amine). As a reaction SMILES: [C:1]([O:5][C:6]([NH:8][CH2:9][CH2:10][CH2:11][CH2:12][N:13]1[C:25]2[C:24]3[CH:23]=[CH:22][CH:21]=[CH:20][C:19]=3[N+:18]([O-])=[CH:17][C:16]=2[N:15]=[C:14]1[CH3:27])=[O:7])([CH3:4])([CH3:3])[CH3:2].[NH3:28].C1(C)C=CC(S(Cl)(=O)=O)=CC=1>C(Cl)Cl.[Cl-].[Na+].O>[C:1]([O:5][C:6]([NH:8][CH2:9][CH2:10][CH2:11][CH2:12][N:13]1[C:25]2[C:24]3[CH:23]=[CH:22][CH:21]=[CH:20][C:19]=3[N:18]=[C:17]([NH2:28])[C:16]=2[N:15]=[C:14]1[CH3:27])=[O:7])([CH3:4])([CH3:3])[CH3:2] |f:4.5.6|. Reactants: CC(=O)OC(C)=O, COS(=O)(=O)OC, O=CO, [Cl-], Cl, Nc1ccc(S(=O)(=O)O)c(N)c1, [Na+], O. Product: CNc1cc(N)ccc1S(=O)(=O)O. As a reaction SMILES: [CH3:13][C:14]([O:15][C:16](=[O:17])[CH3:18])=[O:19].[CH3:20][O:21][S:22]([O:23][CH3:24])(=[O:25])=[O:26].[CH:31]([OH:32])=[O:33].[Cl-:29].[ClH:27].[NH2:1][c:2]1[cH:3][c:4]([NH2:12])[c:5]([S:8](=[O:9])(=[O:10])[OH:11])[cH:6][cH:7]1.[Na+:28].[OH2:30]>>[NH2:1][c:2]1[cH:3][c:4]([NH:12][CH3:13])[c:5]([S:8](=[O:9])(=[O:10])[OH:11])[cH:6][cH:7]1. Starting materials: [NH4+].[Cl-] (NH4Cl), [OH-].[Na+] (NaOH), 1L, C(=C)C1=CC=NC=C1 (4-Vinyl pyridine), CH3 OH. Run in O (H2O). Product: N1=CC=C(C=C1)CCN (2-(4-Pyridyl)ethylamine). RXN SMILES: [NH4+:1].[Cl-].[CH:3]([C:5]1[CH:10]=[CH:9][N:8]=[CH:7][CH:6]=1)=[CH2:4].[OH-].[Na+]>O>[N:8]1[CH:9]=[CH:10][C:5]([CH2:3][CH2:4][NH2:1])=[CH:6][CH:7]=1 |f:0.1,3.4|. Procedure: A solution of NH4Cl in 200 ml of H2O was placed in a 1L Flask. 4-Vinyl pyridine (56.4 ml, 0.52 mol) was added along with 150 ml CH3 OH and on the mixture heated at 60° for 18 h. The reaction solution was cooled to 0° in an ice bath and made basic by the addition of 30% NaOH. The basic solution was extracted with CH2Cl2 (5×100 ml) and the pooled extracts dried, then evaporated. Vacuum distillation of the residue afforded 12-1 as a colorless liquid. Reactants: C=CC1CC1(NC(=O)OC(C)(C)C)C(=O)OCC, C1CCOC1, CO, [Li+], [OH-], O. Product: C=CC1CC1(NC(=O)OC(C)(C)C)C(=O)O. RXN SMILES: [CH2:1]([CH3:2])[O:3][C:4](=[O:5])[C:6]1([NH:11][C:12](=[O:13])[O:14][C:15]([CH3:16])([CH3:17])[CH3:18])[CH:7]([CH:9]=[CH2:10])[CH2:8]1.[CH2:21]1[O:22][CH2:23][CH2:24][CH2:25]1.[CH3:26][OH:27].[Li+:20].[OH-:19].[OH2:28]>>[O:3]=[C:4]([OH:5])[C:6]1([NH:11][C:12](=[O:13])[O:14][C:15]([CH3:16])([CH3:17])[CH3:18])[CH:7]([CH:9]=[CH2:10])[CH2:8]1.